The task is: describe an organic reaction: reactants, conditions, products, and yield. This data is from the Open Reaction Database (ORD), a public repository of structured organic reaction records. Reactants: CO (methanol), Cl (HCl), CNC(C1=C(C=C(C=C1)NC1(CCCC1)C#N)F)=O (N-Methyl 2-fluoro-4-(1-cyanocyclopentyl)aminobenzamide), CNC(C1=C(C=C(C=C1)NC1(CCCC1)C#N)F)=O (N-Methyl 2-fluoro-4-(1-cyanocyclopentyl)aminobenzamide), N(=C=S)C1=CC(=C(C#N)C=C1)C(F)(F)F (4-isothiocyanato-2-trifluoromethyl benzonitrile). Run in O (water), CN(C)C=O (DMF). Run at temperature 130 celsius. Product: C(#N)C1=C(C=C(C=C1)N1C(N(C2(C1=O)CCCC2)C2=CC(=C(C(=O)NC)C=C2)F)=S)C(F)(F)F (4-(3-(4-Cyano-3-(trifluoromethyl)phenyl)-4-oxo-2-thioxo-1,3-diazaspiro[4.4]nonan-1-yl)-2-fluoro-N-methylbenzamide), Formula 44. RXN SMILES: [CH3:1][NH:2][C:3](=[O:19])[C:4]1[CH:9]=[CH:8][C:7]([NH:10][C:11]2([C:16]#N)[CH2:15][CH2:14][CH2:13][CH2:12]2)=[CH:6][C:5]=1[F:18].[N:20]([C:23]1[CH:30]=[CH:29][C:26]([C:27]#[N:28])=[C:25]([C:31]([F:34])([F:33])[F:32])[CH:24]=1)=[C:21]=[S:22].C[OH:36].Cl>CN(C=O)C.O>[C:27]([C:26]1[CH:29]=[CH:30][C:23]([N:20]2[C:16](=[O:36])[C:11]3([CH2:15][CH2:14][CH2:13][CH2:12]3)[N:10]([C:7]3[CH:8]=[CH:9][C:4]([C:3]([NH:2][CH3:1])=[O:19])=[C:5]([F:18])[CH:6]=3)[C:21]2=[S:22])=[CH:24][C:25]=1[C:31]([F:32])([F:34])[F:33])#[N:28]. Procedure details: A mixture of N-Methyl 2-fluoro-4-(1-cyanocyclopentyl)aminobenzamide (Formula 43) (57 mg, 0.22 mmol) and 4-isothiocyanato-2-trifluoromethyl benzonitrile (0.15 g, 0.65 mmol) in DMF (3 mL) was heated under microwave irradiation (open vessel) at 130° C. for 12 hours. To this mixture was added methanol (20 mL) and aq. 1 N HCl (5 mL). The second mixture was refluxed for 1.5 h. After being cooled to room temperature, the reaction mixture was poured into cold water (50 mL) and extracted with ethyl aceta... Starting materials: C1(CC1)COC1=C(C=C(C(=C1)F)OC)C=1C2=C(N=CN1)C(=CN2)C(=O)O (4-(2-cyclopropylmethoxy-4-fluoro-5-methoxy-phenyl)-5H-pyrrolo[3,2-d]pyrimidine-7-carboxylic acid), C(C)(C)(C)OC(=O)N1C[C@@H](CC1)N ((R)-3-amino-pyrrolidine-1-carboxylic acid tert-butyl ester). Product: C(C)(C)(C)OC(=O)N1C[C@@H](CC1)NC(=O)C1=CNC2=C1N=CN=C2C2=C(C=C(C(=C2)OC)F)OCC2CC2 ((R)-3-{[4-(2-Cyclopropylmethoxy-4-fluoro-5-methoxy-phenyl)-5H-pyrrolo[3,2-d]pyrimidine-7-carbonyl]-amino}-pyrrolidine-1-carboxylic acid tert-butyl ester). As a reaction SMILES: [CH:1]1([CH2:4][O:5][C:6]2[CH:11]=[C:10]([F:12])[C:9]([O:13][CH3:14])=[CH:8][C:7]=2[C:15]2[C:16]3[NH:23][CH:22]=[C:21]([C:24]([OH:26])=O)[C:17]=3[N:18]=[CH:19][N:20]=2)[CH2:3][CH2:2]1.[C:27]([O:31][C:32]([N:34]1[CH2:38][CH2:37][C@@H:36]([NH2:39])[CH2:35]1)=[O:33])([CH3:30])([CH3:29])[CH3:28]>>[C:27]([O:31][C:32]([N:34]1[CH2:38][CH2:37][C@@H:36]([NH:39][C:24]([C:21]2[C:17]3[N:18]=[CH:19][N:20]=[C:15]([C:7]4[CH:8]=[C:9]([O:13][CH3:14])[C:10]([F:12])=[CH:11][C:6]=4[O:5][CH2:4][CH:1]4[CH2:2][CH2:3]4)[C:16]=3[NH:23][CH:22]=2)=[O:26])[CH2:35]1)=[O:33])([CH3:30])([CH3:28])[CH3:29]. Reported procedure: Starting from 4-(2-cyclopropylmethoxy-4-fluoro-5-methoxy-phenyl)-5H-pyrrolo[3,2-d]pyrimidine-7-carboxylic acid (example A79) and (R)-3-amino-pyrrolidine-1-carboxylic acid tert-butyl ester the title compound is obtained as colorless solid.